Dataset: the Open Reaction Database (ORD), a public repository of structured organic reaction records. Task: describe an organic reaction: reactants, conditions, products, and yield Starting materials: FC1=CC=C(C=C1)[C@H](C)NC1=NC(=CC(=N1)N1CCC(CC1)C(=O)OCC)NC1=NC=CN=C1 (ethyl (S)-1-{2-[1-(4-fluorophenyl)ethylamino]-6-(pyrazin-2-ylamino)pyrimidin-4-yl}piperidine-4-carboxylate), [OH-].[Na+] (sodium hydroxide). Solvent: C(C)O (ethanol). Run at time 6 hour. Yields the product FC1=CC=C(C=C1)[C@H](C)NC1=NC(=CC(=N1)N1CCC(CC1)C(=O)O)NC1=NC=CN=C1 ((S)-1-{2-[1-(4-Fluorophenyl)ethylamino]-6-(pyrazin-2-ylamino)pyrimidin-4-yl}piperidine-4-carboxylic acid). Isolated yield 48.2%. RXN SMILES: [F:1][C:2]1[CH:7]=[CH:6][C:5]([C@@H:8]([NH:10][C:11]2[N:16]=[C:15]([N:17]3[CH2:22][CH2:21][CH:20]([C:23]([O:25]CC)=[O:24])[CH2:19][CH2:18]3)[CH:14]=[C:13]([NH:28][C:29]3[CH:34]=[N:33][CH:32]=[CH:31][N:30]=3)[N:12]=2)[CH3:9])=[CH:4][CH:3]=1.[OH-].[Na+]>C(O)C>[F:1][C:2]1[CH:3]=[CH:4][C:5]([C@@H:8]([NH:10][C:11]2[N:16]=[C:15]([N:17]3[CH2:22][CH2:21][CH:20]([C:23]([OH:25])=[O:24])[CH2:19][CH2:18]3)[CH:14]=[C:13]([NH:28][C:29]3[CH:34]=[N:33][CH:32]=[CH:31][N:30]=3)[N:12]=2)[CH3:9])=[CH:6][CH:7]=1 |f:1.2|. Procedure: 128 mg of ethyl (S)-1-{2-[1-(4-fluorophenyl)ethylamino]-6-(pyrazin-2-ylamino)pyrimidin-4-yl}piperidine-4-carboxylate (Example 83) was dissolved in 3 ml of ethanol, 0.28 ml of 12% sodium hydroxide aqueous solution was added thereto, and the mixture was stirred at room temperature for 6 hours. Ethanol was distilled off and then the obtained residue was diluted with water and the aqueous layer was washed with diethyl ether. The aqueous layer was neutralized with a 10% hydrochloric acid to pH 7 and ...